From a dataset of the Open Reaction Database (ORD), a public repository of structured organic reaction records. describe an organic reaction: reactants, conditions, products, and yield Starting materials: C(C)(C)[N-]C(C)C.[Li+] (Lithium diisopropylamide), ClC1=C(C=NC=C1)F (4-Chloro-3-fluoropyridine), CN(C=O)C (N,N-dimethylformamide). The solvent is O1CCCC1 (tetrahydrofuran). Reaction conditions: temperature -78 celsius, time 5 hour. Yields the product ClC1=C(C=NC=C1F)C=O (4-Chloro-5-fluoropyridine-3-carboxaldehyde). As a reaction SMILES: [Cl:1][C:2]1[CH:7]=[CH:6][N:5]=[CH:4][C:3]=1[F:8].C([N-]C(C)C)(C)C.[Li+].CN(C)[CH:19]=[O:20]>O1CCCC1>[Cl:1][C:2]1[C:3]([F:8])=[CH:4][N:5]=[CH:6][C:7]=1[CH:19]=[O:20] |f:1.2|. Reported procedure: 4-Chloro-3-fluoropyridine (1 g) was dissolved in tetrahydrofuran (15 ml), and the solution was then cooled to −78° C. Lithium diisopropylamide (1.1 M solution in tetrahydrofuran and n-hexane, 7.6 ml) was added dropwise thereto, and the mixture was stirred at the same temperature as above for 5 hours. Then, N,N-dimethylformamide (1 ml) was added thereto, and the mixture was further stirred for 30 minutes while being heated to room temperature. Saturated saline was added to the reaction solution, ... Starting materials: O (water), NC1=C(C=CC=C1C(C1=CC=CC=C1)=O)CC(=O)O ((2-amino-3-benzoylphenyl)acetic acid), [Na] (sodium), C(C)I (ethyl iodide). Run in CN(C=O)C (dimethylformamide). Run at time 2 hour. Yields the product NC1=C(C=CC=C1C(C1=CC=CC=C1)=O)CC(=O)OCC ((2-Amino-3-benzoylphenyl)acetic Acid, Ethyl Ester). Yield: 66.7%. As a reaction SMILES: [NH2:1][C:2]1[C:7]([C:8](=[O:15])[C:9]2[CH:14]=[CH:13][CH:12]=[CH:11][CH:10]=2)=[CH:6][CH:5]=[CH:4][C:3]=1[CH2:16][C:17]([OH:19])=[O:18].[Na].[CH2:21](I)[CH3:22].O>CN(C)C=O>[NH2:1][C:2]1[C:7]([C:8](=[O:15])[C:9]2[CH:14]=[CH:13][CH:12]=[CH:11][CH:10]=2)=[CH:6][CH:5]=[CH:4][C:3]=1[CH2:16][C:17]([O:19][CH2:21][CH3:22])=[O:18] |^1:19|. Procedure details: A solution of 2.5 g (0.009 mole) of (2-amino-3-benzoylphenyl)acetic acid, sodium salt in 25 ml of dry dimethylformamide was treated with 5 g of ethyl iodide (0.035 mole) and stirred with a magnetic stirrer at room temperature for 2 hours. The reaction mixture was then added to water and extracted several times with ethyl ether. The ether extracts, after being washed with water, were dried over sodium sulfate and stripped under vacuum to leave a yellow solid residue. This residue was recrystalliz... The reactants are [BH4-], CC(C)(C)[Si](C)(C)OC1CN(CCCN)CCC12CC2, COC(C=O)OC, CO, [Na+]. Product: COC(CNCCCN1CCC2(CC2)C(O[Si](C)(C)C(C)(C)C)C1)OC. As a reaction SMILES: [BH4-:28].[C:1]([CH3:2])([CH3:3])([CH3:4])[Si:5]([O:6][CH:7]1[C:8]2([CH2:9][CH2:10]2)[CH2:11][CH2:12][N:13]([CH2:15][CH2:16][CH2:17][NH2:18])[CH2:14]1)([CH3:19])[CH3:20].[CH3:21][O:22][CH:23]([CH:24]=[O:25])[O:26][CH3:27].[CH3:30][OH:31].[Na+:29]>>[C:1]([CH3:2])([CH3:3])([CH3:4])[Si:5]([O:6][CH:7]1[C:8]2([CH2:9][CH2:10]2)[CH2:11][CH2:12][N:13]([CH2:15][CH2:16][CH2:17][NH:18][CH2:24][CH:23]([O:22][CH3:21])[O:26][CH3:27])[CH2:14]1)([CH3:19])[CH3:20]. The reactants are C1CCOC1, CC(C)(C)C1COC(CC2=NC(C(C)(C)C)CO2)=N1, COc1ccc(C(OCC2OC(n3ccc(=O)[nH]c3=O)C(O)C2O)(c2ccccc2)c2ccc(OC)cc2)cc1, COc1ccc(C(OCC2OC(n3ccc(=O)[nH]c3=O)C(OC(=O)Nc3ccccc3)C2O)(c2ccccc2)c2ccc(OC)cc2)cc1, Cl[Cu]Cl, O=C=Nc1ccccc1. Product: COc1ccc(C(OCC2OC(n3ccc(=O)[nH]c3=O)C(O)C2OC(=O)Nc2ccccc2)(c2ccccc2)c2ccc(OC)cc2)cc1. RXN SMILES: [CH2:121]1[O:122][CH2:123][CH2:124][CH2:125]1.[CH2:1]([C:2]1=[N:10][CH:5]([C:6]([CH3:7])([CH3:8])[CH3:9])[CH2:4][O:3]1)[C:11]1=[N:19][CH:14]([C:15]([CH3:16])([CH3:17])[CH3:18])[CH2:13][O:12]1.[CH3:20][O:21][c:22]1[cH:23][cH:24][c:25]([C:28]([O:29][CH2:30][CH:31]2[CH:32]([OH:45])[CH:33]([OH:44])[CH:34]([n:36]3[c:37](=[O:38])[nH:39][c:40](=[O:41])[cH:42][cH:43]3)[O:35]2)([c:46]2[cH:47][cH:48][cH:49][cH:50][cH:51]2)[c:52]2[cH:53][cH:54][c:55]([O:58][CH3:59])[cH:56][cH:57]2)[cH:26][cH:27]1.[CH3:69][O:70][c:71]1[cH:72][cH:73][c:74]([C:75]([c:76]2[cH:77][cH:78][c:79]([O:80][CH3:81])[cH:82][cH:83]2)([c:84]2[cH:85][cH:86][cH:87][cH:88][cH:89]2)[O:90][CH2:91][CH:92]2[O:93][CH:94]([n:95]3[cH:96][cH:97][c:98](=[O:99])[nH:100][c:101]3=[O:102])[CH:103]([O:104][C:105](=[O:106])[NH:107][c:108]3[cH:109][cH:110][cH:111][cH:112][cH:113]3)[CH:114]2[OH:115])[cH:116][cH:117]1.[Cu:118]([Cl:119])[Cl:120].[O:60]=[C:61]=[N:62][c:63]1[cH:64][cH:65][cH:66][cH:67][cH:68]1>>[CH3:20][O:21][c:22]1[cH:23][cH:24][c:25]([C:28]([O:29][CH2:30][CH:31]2[CH:32]([O:45][C:61](=[O:60])[NH:62][c:63]3[cH:64][cH:65][cH:66][cH:67][cH:68]3)[CH:33]([OH:44])[CH:34]([n:36]3[c:37](=[O:38])[nH:39][c:40](=[O:41])[cH:42][cH:43]3)[O:35]2)([c:46]2[cH:47][cH:48][cH:49][cH:50][cH:51]2)[c:52]2[cH:53][cH:54][c:55]([O:58][CH3:59])[cH:56][cH:57]2)[cH:26][cH:27]1. Reactants: C(C)(C)(C)O[C@H](C(=O)OCC)C1=C2N3CCC(OCC=CC=4C=CC=CC4CC=CC4=NN2C(N=C1C)=C4)(CC3)C (ethyl (2S)-2-(tert-butoxy)-2-[4,23-dimethyl-22-oxa-1,5,7,8-tetraazapentacyclo[21.2.2.16,9.02,7.013,18]octacosa-2,4,6(28),8,10,13(18),14,16,19-nonaen-3-yl]acetate), CO (MeOH), [OH-].[Na+] (sodium hydroxide). Solvent: O1CCOCC1 (dioxane). Reaction conditions: temperature 70 celsius, time 1 hour. The product is C(C)(C)(C)O[C@H](C(=O)O)C1=C2N3CCC(OCC=CC=4C=CC=CC4CC=CC4=NN2C(N=C1C)=C4)(CC3)C ((2S)-2-(tert-Butoxy)-2-[4,23-dimethyl-22-oxa-1,5,7,8-tetraazapentacyclo[21.2.2.16,9.02,7.013,18]octacosa-2,4,6(28),8,10,13(18),14,16,19-nonaen-3-yl]acetic acid). RXN SMILES: [C:1]([O:5][C@@H:6]([C:12]1[C:36]([CH3:37])=[N:35][C:34]2=[CH:38][C:31]3=[N:32][N:33]2[C:13]=1[N:14]1[CH2:40][CH2:39][C:17]([CH3:41])([O:18][CH2:19][CH:20]=[CH:21][C:22]2[CH:23]=[CH:24][CH:25]=[CH:26][C:27]=2[CH2:28][CH:29]=[CH:30]3)[CH2:16][CH2:15]1)[C:7]([O:9]CC)=[O:8])([CH3:4])([CH3:3])[CH3:2].CO.[OH-].[Na+]>O1CCOCC1>[C:1]([O:5][C@@H:6]([C:12]1[C:36]([CH3:37])=[N:35][C:34]2=[CH:38][C:31]3=[N:32][N:33]2[C:13]=1[N:14]1[CH2:15][CH2:16][C:17]([CH3:41])([O:18][CH2:19][CH:20]=[CH:21][C:22]2[CH:23]=[CH:24][CH:25]=[CH:26][C:27]=2[CH2:28][CH:29]=[CH:30]3)[CH2:39][CH2:40]1)[C:7]([OH:9])=[O:8])([CH3:4])([CH3:2])[CH3:3] |f:2.3|. Reported procedure: To a solution of the ethyl (2S)-2-(tert-butoxy)-2-[4,23-dimethyl-22-oxa-1,5,7,8-tetraazapentacyclo[21.2.2.16,9.02,7.013,18]octacosa-2,4,6(28),8,10,13(18),14,16,19-nonaen-3-yl]acetate (0.0366 g, 0.066 mmol)) in dioxane (1 mL)/MeOH (1 mL) was added 10N sodium hydroxide (0.066 mL, 0.655 mmol) and the mixture was stirred at 70° C. for 1 h. The reaction was cooled and concentrated. The crude material was purified via preparative HPLC to give the title compound as diastereomers. LCMS (M+H) calcd for C... Reactants: C, CC(=O)NCC=C1CCc2ccc3nc(C)sc3c21, CO, [Pd]. Product: CC(=O)NCCC1CCc2ccc3nc(C)sc3c21. As a reaction SMILES: [C:22].[CH3:1][c:2]1[s:3][c:4]2[c:5]([n:6]1)[cH:7][cH:8][c:9]1[c:13]2[C:12](=[CH:14][CH2:15][NH:16][C:17]([CH3:18])=[O:19])[CH2:11][CH2:10]1.[CH3:20][OH:21].[Pd:23]>>[CH3:1][c:2]1[s:3][c:4]2[c:5]([n:6]1)[cH:7][cH:8][c:9]1[c:13]2[CH:12]([CH2:14][CH2:15][NH:16][C:17]([CH3:18])=[O:19])[CH2:11][CH2:10]1.